Task: describe an organic reaction: reactants, conditions, products, and yield. Dataset: the Open Reaction Database (ORD), a public repository of structured organic reaction records Reactants: CC1CC(CO)N(C(=O)OC(C)(C)C)C1, Cl, C1COCCO1. Product: Cl, CC1CNC(CO)C1. As a reaction SMILES: [C:1]([O:2][C:3](=[O:4])[N:8]1[CH:9]([CH2:14][OH:15])[CH2:10][CH:11]([CH3:13])[CH2:12]1)([CH3:5])([CH3:6])[CH3:7].[ClH:22].[O:16]1[CH2:17][CH2:18][O:19][CH2:20][CH2:21]1>>[ClH:22].[NH:8]1[CH:9]([CH2:14][OH:15])[CH2:10][CH:11]([CH3:13])[CH2:12]1. Starting materials: CN(C)C=O, ClCCN1CCCC1, [H-], [Na+], O=C(Oc1ccccc1)c1ccc(O)cc1. Product: O=C(Oc1ccccc1)c1ccc(OCCN2CCCC2)cc1. RXN SMILES: [CH3:27][N:28]([CH3:29])[CH:30]=[O:31].[Cl:19][CH2:20][CH2:21][N:22]1[CH2:23][CH2:24][CH2:25][CH2:26]1.[H-:17].[Na+:18].[OH:1][c:2]1[cH:3][cH:4][c:5]([C:6](=[O:7])[O:8][c:9]2[cH:10][cH:11][cH:12][cH:13][cH:14]2)[cH:15][cH:16]1>>[O:1]([c:2]1[cH:3][cH:4][c:5]([C:6](=[O:7])[O:8][c:9]2[cH:10][cH:11][cH:12][cH:13][cH:14]2)[cH:15][cH:16]1)[CH2:20][CH2:21][N:22]1[CH2:23][CH2:24][CH2:25][CH2:26]1. Reactants: FCC(=O)NC1=CC=CC=C1 (2-fluoroacetanilide), ClC1=CC(=C(N)C=C1)F (4-chloro-2-fluoroaniline). The product is ClC1=CC(=C(N)C=C1)F (4-chloro-2-fluoroaniline), CC(=O)NC1=C(C=C(C=C1)Cl)F (4-chloro-2-fluoroacetanilide). RXN SMILES: [Cl:1][C:2]1[CH:8]=[CH:7][C:5]([NH2:6])=[C:4]([F:9])[CH:3]=1.F[CH2:11][C:12](NC1C=CC=CC=1)=[O:13]>>[Cl:1][C:2]1[CH:8]=[CH:7][C:5]([NH2:6])=[C:4]([F:9])[CH:3]=1.[CH3:11][C:12]([NH:6][C:5]1[CH:7]=[CH:8][C:2]([Cl:1])=[CH:3][C:4]=1[F:9])=[O:13]. Procedure: U.S. Pat. No. 4,138,242 (Goddard, Feb. 6, 1979) relates to herbicidal compounds and their preparation from 4-chloro-2-fluoroaniline. The 4-chloro-2-fluoroaniline is prepared through the chlorination of 2-fluoroacetanilide to yield 4-chloro-2-fluoroacetanilide and the subsequent formation of the desired aniline. Starting materials: CCOC(=O)C1CCC(=O)CC1 (4-Cyclohexanonecarboxylic acid ethyl ester), Cl.C1(=CC=CC=C1)NN (phenylhydrazine hydrochloride). The solvent is C(C)O (ethanol). Yields the product C(C)OC(=O)C1CCC=2NC3=CC=CC=C3C2C1 (2,3,4,9-tetrahydro-1H-carbazole-3-carboxylic acid ethyl ester). Yield: 102.0%. Reaction SMILES: [CH3:1][CH2:2][O:3][C:4]([CH:6]1[CH2:12][CH2:11][C:9](=O)[CH2:8][CH2:7]1)=[O:5].Cl.[C:14]1([NH:20]N)[CH:19]=[CH:18][CH:17]=[CH:16][CH:15]=1>C(O)C>[CH2:2]([O:3][C:4]([CH:6]1[CH2:12][C:11]2[C:19]3[C:14](=[CH:15][CH:16]=[CH:17][CH:18]=3)[NH:20][C:9]=2[CH2:8][CH2:7]1)=[O:5])[CH3:1] |f:1.2|. Procedure: 4-Cyclohexanonecarboxylic acid ethyl ester (25 g, 147 mmol) and phenylhydrazine hydrochloride (20 g, 139 mmol) were refluxed in 550 mL of anhydrous ethanol overnight. The reaction was cooled and concentrated in vacuo. The residue was partitioned between ethyl acetate and water, then the organic layer was dried over sodium sulfate, filtered, and concentrated in vacuo. Purification by flash chromatography on silica gel afforded 34.5 g (96%) of the title compound. Starting materials: O (water), CC(C)CCCC(C)CCCC(C)CCCC(C)CCO (Dihydrophytol), P(OCCBr)(=O)(Cl)Cl (bromoethyl phosphorodichloridate), C1=CC=CC=C1 (benzene), N1=CC=CC=C1 (pyridine). Reaction conditions: time 5 day. Yields the product P(=O)(OCCC(CCCC(CCCC(CCCC(C)C)C)C)C)(OCC[N+](C)(C)C)[O-] (3,7,11,15-Tetramethylhexadecyl 2-trimethylammonioethyl phosphate). Yield: 43.0%. RXN SMILES: [CH3:1][CH:2]([CH2:4][CH2:5][CH2:6][CH:7]([CH2:9][CH2:10][CH2:11][CH:12]([CH2:14][CH2:15][CH2:16][CH:17]([CH2:19][CH2:20][OH:21])[CH3:18])[CH3:13])[CH3:8])[CH3:3].[P:22](Cl)(Cl)(=[O:27])[O:23][CH2:24][CH2:25]Br.[N:30]1[CH:35]=CC=C[CH:31]=1.[OH2:36].[CH:37]1C=CC=CC=1>>[P:22]([O-:27])([O:23][CH2:24][CH2:25][N+:30]([CH3:35])([CH3:37])[CH3:31])([O:21][CH2:20][CH2:19][CH:17]([CH3:18])[CH2:16][CH2:15][CH2:14][CH:12]([CH3:13])[CH2:11][CH2:10][CH2:9][CH:7]([CH3:8])[CH2:6][CH2:5][CH2:4][CH:2]([CH3:1])[CH3:3])=[O:36]. Procedure details: Dihydrophytol (0.60 g) and bromoethyl phosphorodichloridate (0.83 g) were dissolved in dry benzene (10 ml). To the solution was added dropwise dry pyridine (0.2 ml) under stirring. The mixture was stirred at room temperature for three hours, then cooled with ice, to which was added 2 ml of water. The mixture was again stirred vigorously at room temperature for two hours. The solvent was evaporated off, and the residue was dissolved in ether. The ether solution was washed with water, and then con... Reaction conditions: time 16 hour. Run in C(C)OCC (ethyl ether). Reaction SMILES: [Br:1][CH2:2][C:3]1[CH:8]=[CH:7][C:6]([CH2:9][CH2:10][OH:11])=[CH:5][CH:4]=1.[O:12]1[CH:17]=[CH:16][CH2:15][CH2:14][CH2:13]1>C(OCC)C.C1(C)C=CC(S(O)(=O)=O)=CC=1>[Br:1][CH2:2][C:3]1[CH:8]=[CH:7][C:6]([CH2:9][CH2:10][O:11][CH:13]2[CH2:14][CH2:15][CH2:16][CH2:17][O:12]2)=[CH:5][CH:4]=1. The reactants are BrCC1=CC=C(C=C1)CCO (4-(bromomethyl)benzeneethanol), O1CCCC=C1 (3,4-dihydro-2H-pyrane). Reagents/catalysts: C1(=CC=C(C=C1)S(=O)(=O)O)C (para-toluenesulfonic acid). Product: BrCC1=CC=C(C=C1)CCOC1OCCCC1 (2[2-[4-(Bromomethyl)phenyl]ethoxy]-3,4,5,6-tetrahydro-2H-pyrane). The yield is 91.5%. Reported procedure: A mixture of 16.9 g (78.5 mmoles) of 4-(bromomethyl)benzeneethanol (prepared according to Plaue S. and Heissler D. Tetrahedron Lett. (1987) 28, 1401-4), 10.6 g (125 mmoles) of 3,4-dihydro-2H-pyrane and 0.16 g of para-toluenesulfonic acid in 160 ml dry ethyl ether, is stirred 16 hours at room temperature. The reaction mixture is thereafter washed with a solution saturated with sodium bicarbonate, then water, dried over Na2SO4 and concentrated, to give 21.5 g (yield=91.5%) of a yellow oil used wit... Starting materials: COC(C1=CC=C(C=C1)SCC(C1CCCCC1)C=1N(N=C2CCCCC12)C1=CC=C(C=C1)Cl)=O ([rac]-4-{2-[2-(4-chloro-phenyl)-4,5,6,7-tetrahydro-2H-indazol-3-yl]-2-cyclohexyl-ethylsulfanyl}-benzoic acid methyl ester), [OH-].[Na+] (NaOH). The solvent is CO (MeOH), O (water), CO (MeOH). Conditions: time 14 hour. Yields the product ClC1=CC=C(C=C1)N1N=C2CCCCC2=C1C(CSC1=CC=C(C(=O)O)C=C1)C1CCCCC1 ([rac]-4-{2-[2-(4-Chloro-phenyl)-4,5,6,7-tetrahydro-2H-indazol-3-yl]-2-cyclohexyl-ethylsulfanyl}-benzoic acid). The yield is 93.9%. As a reaction SMILES: C[O:2][C:3](=[O:35])[C:4]1[CH:9]=[CH:8][C:7]([S:10][CH2:11][CH:12]([C:19]2[N:20]([C:28]3[CH:33]=[CH:32][C:31]([Cl:34])=[CH:30][CH:29]=3)[N:21]=[C:22]3[C:27]=2[CH2:26][CH2:25][CH2:24][CH2:23]3)[CH:13]2[CH2:18][CH2:17][CH2:16][CH2:15][CH2:14]2)=[CH:6][CH:5]=1.[OH-].[Na+]>CO.O>[Cl:34][C:31]1[CH:32]=[CH:33][C:28]([N:20]2[C:19]([CH:12]([CH:13]3[CH2:18][CH2:17][CH2:16][CH2:15][CH2:14]3)[CH2:11][S:10][C:7]3[CH:6]=[CH:5][C:4]([C:3]([OH:35])=[O:2])=[CH:9][CH:8]=3)=[C:27]3[C:22]([CH2:23][CH2:24][CH2:25][CH2:26]3)=[N:21]2)=[CH:29][CH:30]=1 |f:1.2|. Reported procedure: To a stirred solution of [rac]-4-{2-[2-(4-chloro-phenyl)-4,5,6,7-tetrahydro-2H-indazol-3-yl]-2-cyclohexyl-ethylsulfanyl}-benzoic acid methyl ester (22 mg, 0.043 mmol) in MeOH (5 ml) was added NaOH (5.18 mg, 0.129 mmol) in water (2 ml) dropwise at 0° C. The reaction mixture was then stirred at rt for 14 hours. After the completion of the reaction (monitored through TLC), MeOH was concentrated in vacuo, diluted with H2O (7 ml) and the aqueous layer was acidified (pH ˜2-3) with 2 N HCl and then ext...